Dataset: the Open Reaction Database (ORD), a public repository of structured organic reaction records. Task: describe an organic reaction: reactants, conditions, products, and yield The reactants are BrCC1OCCO1, O=C([O-])[O-], CN(C)C=O, CCOC(C)=O, O=c1ccc2ccc(Cl)nc2[nH]1, [K+], [K+], O. Yields the product O=c1ccc2ccc(Cl)nc2n1CC1OCCO1. As a reaction SMILES: [Br:19][CH2:20][CH:21]1[O:22][CH2:23][CH2:24][O:25]1.[C:13](=[O:14])([O-:15])[O-:16].[CH3:27][N:28]([CH3:29])[CH:30]=[O:31].[CH3:32][CH2:33][O:34][C:35](=[O:36])[CH3:37].[Cl:1][c:2]1[cH:3][cH:4][c:5]2[cH:6][cH:7][c:8](=[O:12])[nH:9][c:10]2[n:11]1.[K+:17].[K+:18].[OH2:26]>>[Cl:1][c:2]1[cH:3][cH:4][c:5]2[cH:6][cH:7][c:8](=[O:12])[n:9]([CH2:20][CH:21]3[O:22][CH2:23][CH2:24][O:25]3)[c:10]2[n:11]1. Starting materials: O1COC2=C1C=CC(=C2)N2C(C(=NC1=CC=CC=C21)C(=O)O)=O (1-(benzo[d][1,3]dioxol-5-yl)-2-oxo-1,2-dihydroquinoxaline-3-carboxylic acid), C(C(=O)Cl)(=O)Cl (oxalyl chloride), CN(C=O)C (dimethylformamide). The solvent is ClCCl (dichloromethane). Product: O1COC2=C1C=CC(=C2)N2C(C(=NC1=CC=CC=C21)C(=O)Cl)=O (1-(benzo[d][1,3]dioxol-5-yl)-2-oxo-1,2-dihydroquinoxaline-3-carbonyl chloride). As a reaction SMILES: [O:1]1[C:5]2[CH:6]=[CH:7][C:8]([N:10]3[C:19]4[C:14](=[CH:15][CH:16]=[CH:17][CH:18]=4)[N:13]=[C:12]([C:20](O)=[O:21])[C:11]3=[O:23])=[CH:9][C:4]=2[O:3][CH2:2]1.C(Cl)(=O)C([Cl:27])=O.CN(C)C=O>ClCCl>[O:1]1[C:5]2[CH:6]=[CH:7][C:8]([N:10]3[C:19]4[C:14](=[CH:15][CH:16]=[CH:17][CH:18]=4)[N:13]=[C:12]([C:20]([Cl:27])=[O:21])[C:11]3=[O:23])=[CH:9][C:4]=2[O:3][CH2:2]1. Procedure details: 5.7 g (19 mmol) of 1-(benzo[d][1,3]dioxol-5-yl)-2-oxo-1,2-dihydroquinoxaline-3-carboxylic acid and 3.1 g (24 mmol) of oxalyl chloride were dissolved in dichloromethane (10 mL), and 0.026 g (0.35 mmol) of dimethylformamide was added thereto. The mixture was heated to reflux for 2 hours while stirring. After confirming the completion of the reaction, the solvent was distilled off under reduced pressure to obtain 1-(benzo[d][1,3]dioxol-5-yl)-2-oxo-1,2-dihydroquinoxaline-3-carbonyl chloride as yello... As a reaction SMILES: [C:4](=[O:5])([O-:6])[O-:7].[CH2:10]([c:11]1[cH:12][cH:13][cH:14][cH:15][cH:16]1)[O:17][CH:18]1[CH2:19][C:20]2([CH2:21]1)[O:22][N:23]=[C:24]([c:26]1[c:27]([NH:35][CH:36]3[CH2:37][CH2:38][O:39][CH2:40][CH2:41]3)[c:28]3[c:29]([n:30][cH:31]1)[nH:32][n:33][cH:34]3)[CH2:25]2.[CH2:1]([CH3:2])[I:3].[CH3:42][N:43]([CH3:44])[CH:45]=[O:46].[K+:8].[K+:9].[OH2:47]>>[CH2:1]([CH3:2])[n:32]1[c:29]2[c:28]([c:27]([NH:35][CH:36]3[CH2:37][CH2:38][O:39][CH2:40][CH2:41]3)[c:26]([C:24]3=[N:23][O:22][C:20]4([CH2:19][CH:18]([O:17][CH2:10][c:11]5[cH:12][cH:13][cH:14][cH:15][cH:16]5)[CH2:21]4)[CH2:25]3)[cH:31][n:30]2)[cH:34][n:33]1. Starting materials: O=C([O-])[O-], c1ccc(COC2CC3(CC(c4cnc5[nH]ncc5c4NC4CCOCC4)=NO3)C2)cc1, CCI, CN(C)C=O, [K+], [K+], O. Product: CCn1ncc2c(NC3CCOCC3)c(C3=NOC4(C3)CC(OCc3ccccc3)C4)cnc21. Reactants: C(C1=CC=CC=C1)N1[C@H](CCC1=O)C(=O)NC(C(C(=O)O)O)CC1=CC=CC=C1 (3-((R)-1-benzyl-5-oxopyrrolidine-2-carboxamido)-2-hydroxy-4-phenylbutanoic acid), C(C)(C)ON (O-isopropylhydroxylamine). The product is C(C1=CC=CC=C1)N1[C@H](CCC1=O)C(=O)NC(CC1=CC=CC=C1)C(C(=O)NOC(C)C)O ((2R)-1-benzyl-N-(3-hydroxy-4-(isopropoxyamino)-4-oxo-1-phenylbutan-2-yl)-5-oxopyrrolidine-2-carboxamide). RXN SMILES: [CH2:1]([N:8]1[C:12](=[O:13])[CH2:11][CH2:10][C@@H:9]1[C:14]([NH:16][CH:17]([CH2:23][C:24]1[CH:29]=[CH:28][CH:27]=[CH:26][CH:25]=1)[CH:18]([OH:22])[C:19](O)=[O:20])=[O:15])[C:2]1[CH:7]=[CH:6][CH:5]=[CH:4][CH:3]=1.[CH:30]([O:33][NH2:34])([CH3:32])[CH3:31]>>[CH2:1]([N:8]1[C:12](=[O:13])[CH2:11][CH2:10][C@@H:9]1[C:14]([NH:16][CH:17]([CH:18]([OH:22])[C:19]([NH:34][O:33][CH:30]([CH3:32])[CH3:31])=[O:20])[CH2:23][C:24]1[CH:25]=[CH:26][CH:27]=[CH:28][CH:29]=1)=[O:15])[C:2]1[CH:3]=[CH:4][CH:5]=[CH:6][CH:7]=1. Procedure: The reaction can be carried out in analogy to reaction step 20.3 by reacting 3-((R)-1-benzyl-5-oxopyrrolidine-2-carboxamido)-2-hydroxy-4-phenylbutanoic acid with O-isopropylhydroxylamine. The reactants are FC1=CC=C(C=C1)C=1NC2=CC=CC=C2C1 (2-(4-fluoro-phenyl)-1H-indole), [Cl-].O(C1=CC=CC=C1)C=1C=C(C=[N+](C)C)C=CC1 ((3-phenoxy-benzylidene)-dimethylammonium chloride), O(C1=CC=CC=C1)C=1C=C(C=O)C=CC1 (3-phenoxy-benzaldehyde), CNC (dimethylamine). As a reaction SMILES: [F:1][C:2]1[CH:7]=[CH:6][C:5]([C:8]2[NH:9][C:10]3[C:15]([CH:16]=2)=[CH:14][CH:13]=[CH:12][CH:11]=3)=[CH:4][CH:3]=1.[Cl-].[O:18]([C:25]1[CH:26]=[C:27]([CH:32]=[CH:33][CH:34]=1)[CH:28]=[N+:29]([CH3:31])[CH3:30])[C:19]1[CH:24]=[CH:23][CH:22]=[CH:21][CH:20]=1.O(C1C=C(C=CC=1)C=O)C1C=CC=CC=1.CNC>>[F:1][C:2]1[CH:3]=[CH:4][C:5]([C:8]2[NH:9][C:10]3[C:15]([C:16]=2[CH:28]([N:29]([CH3:31])[CH3:30])[C:27]2[CH:32]=[CH:33][CH:34]=[C:25]([O:18][C:19]4[CH:20]=[CH:21][CH:22]=[CH:23][CH:24]=4)[CH:26]=2)=[CH:14][CH:13]=[CH:12][CH:11]=3)=[CH:6][CH:7]=1 |f:1.2|. The product is FC1=CC=C(C=C1)C=1NC2=CC=CC=C2C1C(C1=CC(=CC=C1)OC1=CC=CC=C1)N(C)C ([[2-(4-Fluoro-phenyl)-1H-indol-3-yl]-(3-phenoxy-phenyl)-methyl]-dimethyl-amine). Procedure details: The preparation was carried out in accordance with general synthesis instructions 4 from 2-(4-fluoro-phenyl)-1H-indole and (3-phenoxy-benzylidene)-dimethylammonium chloride, which had been prepared in accordance with example 44 from 3-phenoxy-benzaldehyde and dimethylamine. Reaction SMILES: C1(CC(CC(N2CCCCC2)=O)C(N(C(=O)[C@H](CC2N=CNC=2)N)N)=O)C2C(=CC=CC=2)C=CC=1.Cl.N(OCCC(C)C)=O.[C:45]1([CH2:55][CH:56]([CH2:72][C:73]([N:75]2[CH2:80][CH2:79][CH2:78][CH2:77][CH2:76]2)=[O:74])[C:57]([NH:59][C@H:60]([C:67]([N:69]=[N+]=[N-])=[O:68])[CH2:61][C:62]2[N:66]=[CH:65][NH:64][CH:63]=2)=[O:58])[C:54]2[C:49](=[CH:50][CH:51]=[CH:52][CH:53]=2)[CH:48]=[CH:47][CH:46]=1.[N-]=[N+]=[N-].Cl.N[C@@H:86]([CH2:95][CH:96]([CH3:98])[CH3:97])[CH:87]([OH:94])[C:88]([O:90][CH:91]([CH3:93])[CH3:92])=[O:89]>CN(C)C=O.C(N(CC)CC)C>[C:45]1([CH2:55][CH:56]([CH2:72][C:73]([N:75]2[CH2:80][CH2:79][CH2:78][CH2:77][CH2:76]2)=[O:74])[C:57]([NH:59][C@H:60]([C:67]([NH:69][C@@H:86]([CH2:95][CH:96]([CH3:98])[CH3:97])[CH:87]([OH:94])[C:88]([O:90][CH:91]([CH3:92])[CH3:93])=[O:89])=[O:68])[CH2:61][C:62]2[N:66]=[CH:65][NH:64][CH:63]=2)=[O:58])[C:54]2[C:49](=[CH:50][CH:51]=[CH:52][CH:53]=2)[CH:48]=[CH:47][CH:46]=1 |f:5.6|. Procedure: To a suspension of 240 mg of N-[2-(1-naphthylmethyl)-3-(piperidinocarbonyl)propionyl]-L-histidine hydrazide in 3 ml of dry N,N-dimethylformamide were added successively 0.32 ml of a dry 5.1N-hydrogen chloride in N,N-dimethylformamide solution and 0.08 ml of isoamyl nitrite at -20° C. with stirring. After disappearance of hydrazide compound, the reaction mixture was cooled to -30° C. and neutralized with 0.23 ml of triethylamine to prepare a solution of N-[2-(1-naphthylmethyl)-3-(piperidinocarbon... The product is C1(=CC=CC2=CC=CC=C12)CC(C(=O)N[C@@H](CC1=CNC=N1)C(=O)N[C@H](C(C(=O)OC(C)C)O)CC(C)C)CC(=O)N1CCCCC1 (isopropyl (2RS, 3S)-3-{N-[ 2-(1-naphthylmethyl)-3-(piperidinocarbonyl)propionyl]-L-histidyl}amino-2-hydroxy-5-methylhexanoate). Run in CN(C=O)C (N,N-dimethylformamide), CN(C=O)C (N,N-dimethylformamide), C(C)N(CC)CC (triethylamine), C(C)N(CC)CC (triethylamine), CN(C=O)C (N,N-dimethylformamide). Starting materials: Cl (hydrogen chloride), [N-]=[N+]=[N-] (azide), Cl.N[C@H](C(C(=O)OC(C)C)O)CC(C)C (isopropyl (2RS, 3S)-3-amino-2-hydroxy-5-methylhexanoate hydrochloride), C1(=CC=CC2=CC=CC=C12)CC(C(=O)N[C@@H](CC1=CNC=N1)C(=O)N=[N+]=[N-])CC(=O)N1CCCCC1 (N-[2-(1-naphthylmethyl)-3-(piperidinocarbonyl)propionyl]-L-histidine azide), hydrazide, N(=O)OCCC(C)C (isoamyl nitrite), C1(=CC=CC2=CC=CC=C12)CC(C(=O)N(N)C([C@@H](N)CC1=CNC=N1)=O)CC(=O)N1CCCCC1 (N-[2-(1-naphthylmethyl)-3-(piperidinocarbonyl)propionyl]-L-histidine hydrazide).